From a dataset of the Open Reaction Database (ORD), a public repository of structured organic reaction records. describe an organic reaction: reactants, conditions, products, and yield Starting materials: CC(C)=Cc1cnc2c(c1)c(-c1cnn(C)c1)cn2S(=O)(=O)c1ccccc1, CO, [OH-], [OH-], [Pd+2]. Yields the product CC(C)Cc1cnc2c(c1)c(-c1cnn(C)c1)cn2S(=O)(=O)c1ccccc1. As a reaction SMILES: [CH3:1][n:2]1[n:3][cH:4][c:5](-[c:7]2[cH:8][n:9]([S:20](=[O:21])(=[O:22])[c:23]3[cH:24][cH:25][cH:26][cH:27][cH:28]3)[c:10]3[n:11][cH:12][c:13]([CH:16]=[C:17]([CH3:18])[CH3:19])[cH:14][c:15]23)[cH:6]1.[CH3:29][OH:30].[OH-:31].[OH-:32].[Pd+2:33]>>[CH3:1][n:2]1[n:3][cH:4][c:5](-[c:7]2[cH:8][n:9]([S:20](=[O:21])(=[O:22])[c:23]3[cH:24][cH:25][cH:26][cH:27][cH:28]3)[c:10]3[n:11][cH:12][c:13]([CH2:16][CH:17]([CH3:18])[CH3:19])[cH:14][c:15]23)[cH:6]1. Starting materials: COc1ccc(-c2cnc(Nc3cnc(C)c(NC(=O)OC(C)(C)C)c3)nc2)cc1, O=C([O-])[O-], ClCCl, O=C(O)C(F)(F)F, [Na+], [Na+], O. Product: COc1ccc(-c2cnc(Nc3cnc(C)c(N)c3)nc2)cc1. As a reaction SMILES: [C:1]([O:2][C:3](=[O:4])[NH:7][c:8]1[c:9]([CH3:29])[n:10][cH:11][c:12]([NH:14][c:15]2[n:16][cH:17][c:18](-[c:21]3[cH:22][cH:23][c:24]([O:27][CH3:28])[cH:25][cH:26]3)[cH:19][n:20]2)[cH:13]1)([CH3:5])([CH3:6])[CH3:30].[C:38](=[O:39])([O-:40])[O-:41].[Cl:44][CH2:45][Cl:46].[F:31][C:32]([F:33])([F:34])[C:35]([OH:36])=[O:37].[Na+:42].[Na+:43].[OH2:47]>>[NH2:7][c:8]1[c:9]([CH3:29])[n:10][cH:11][c:12]([NH:14][c:15]2[n:16][cH:17][c:18](-[c:21]3[cH:22][cH:23][c:24]([O:27][CH3:28])[cH:25][cH:26]3)[cH:19][n:20]2)[cH:13]1. The reactants are C(C)OC(=O)C1(CC2=CC=C(C=C2C1)F)NC(C1=C(C(=CC=C1)C)C1=CCCC1)=O (2-(2-Cyclopent-1-enyl-3-methyl-benzoylamino)-5-fluoro-indan-2-carboxylic acid ethyl ester), [OH-].[K+] (KOH), O (water). Run in CCO (EtOH). Run at time 8 hour. Product: C1(=CCCC1)C1=C(C(=O)NC2(CC3=CC=C(C=C3C2)F)C(=O)O)C=CC=C1C (2-(2-Cyclopent-1-enyl-3-methyl-benzoylamino)-5-fluoro-indan-2-carboxylic acid). Yield: 102.1%. As a reaction SMILES: C([O:3][C:4]([C:6]1([NH:16][C:17](=[O:30])[C:18]2[CH:23]=[CH:22][CH:21]=[C:20]([CH3:24])[C:19]=2[C:25]2[CH2:29][CH2:28][CH2:27][CH:26]=2)[CH2:14][C:13]2[C:8](=[CH:9][CH:10]=[C:11]([F:15])[CH:12]=2)[CH2:7]1)=[O:5])C.[OH-].[K+].O>CCO>[C:25]1([C:19]2[C:20]([CH3:24])=[CH:21][CH:22]=[CH:23][C:18]=2[C:17]([NH:16][C:6]2([C:4]([OH:5])=[O:3])[CH2:14][C:13]3[C:8](=[CH:9][CH:10]=[C:11]([F:15])[CH:12]=3)[CH2:7]2)=[O:30])[CH2:29][CH2:28][CH2:27][CH:26]=1 |f:1.2|. Procedure: The mixture of 2-(2-cyclopent-1-enyl-3-methyl-benzoylamino)-5-fluoro-indan-2-carboxylic acid ethyl ester (151) (190 mg, 0.47 mmol) and KOH (600 mg, 10.7 mmol) is dissolved in EtOH (10 mL) and water (0.5 mL) under a water bath. The water bath is removed when KOH is completely dissolved and the resulting reaction solution is stirred at RT for 8 h. After concentration in vacuo, the residue is dissolved in water (20 mL) and acidified with conc. HCl until no more precipitate formed. The precipitate i... Reactants: C(C)(C)(C)OC(=O)N[C@H](C(CN[C@@H](CC1=CC=CC=C1)C(=O)N[C@@H](CC(C)C)C(=O)OC(C)(C)C)O)C (N-[(3S)-3-[[(t-butyloxy)carbonyl]amino]-2-hydroxybutyl]-L-phenylalanyl-L-leucine, t-butyl ester), Cl (hydrogen chloride). Run in C(C)(=O)O (acetic acid). Run at time 2 hour. Yields the product Cl.Cl.N[C@H](C(CN[C@@H](CC1=CC=CC=C1)C(=O)N[C@@H](CC(C)C)C(=O)O)O)C (N-[N-[(3S)-3-Amino-2-hydroxybutyl]-L-phenylalanvl]-L-leucine, dihydrochloride). RXN SMILES: C(OC([NH:8][C@@H:9]([CH3:37])[CH:10]([OH:36])[CH2:11][NH:12][C@H:13]([C:21]([NH:23][C@H:24]([C:29]([O:31]C(C)(C)C)=[O:30])[CH2:25][CH:26]([CH3:28])[CH3:27])=[O:22])[CH2:14][C:15]1[CH:20]=[CH:19][CH:18]=[CH:17][CH:16]=1)=O)(C)(C)C.[ClH:38]>C(O)(=O)C>[ClH:38].[ClH:38].[NH2:8][C@@H:9]([CH3:37])[CH:10]([OH:36])[CH2:11][NH:12][C@H:13]([C:21]([NH:23][C@H:24]([C:29]([OH:31])=[O:30])[CH2:25][CH:26]([CH3:28])[CH3:27])=[O:22])[CH2:14][C:15]1[CH:20]=[CH:19][CH:18]=[CH:17][CH:16]=1 |f:3.4.5|. Reported procedure: A solution of N-[N-[(3S)-3-[[(t-butyloxy)carbonyl]amino]-2-hydroxybutyl]-L-phenylalanyl-L-leucine, t-butyl ester (slower isomer) (0.27 g, 0.52 mmol) in 20 ml of 1.3N hydrogen chloride in acetic acid was allowed to stir for 2 hours at room temperature, during which time a white precipitate separated. The mixture was concentrated under reduced pressure to approximately one third of the original volume, then diluted with ether and filtered yielding 185 mg of the title compound as a white solid, mel... Starting materials: C(C1=CC=CC=C1)N(C)CC1OC2=CC=CC=C2C(C1)=O (2-(N-benzyl-N-methylaminomethyl)chroman-4-one), C1(=CC=CC=C1)[Li] (phenyllithium). Run in C(C)OCC (diethyl ether). Reaction conditions: time 2 hour. The product is C(C1=CC=CC=C1)N(C)CC1OC2=CC=CC=C2C(C1)(O)C1=CC=CC=C1 (2-(N-benzyl-N-methylaminomethyl)-4-phenyl-4-hydroxychroman). Reaction SMILES: [CH2:1]([N:8]([CH2:10][CH:11]1[CH2:20][C:19](=[O:21])[C:18]2[C:13](=[CH:14][CH:15]=[CH:16][CH:17]=2)[O:12]1)[CH3:9])[C:2]1[CH:7]=[CH:6][CH:5]=[CH:4][CH:3]=1.[C:22]1([Li])[CH:27]=[CH:26][CH:25]=[CH:24][CH:23]=1>C(OCC)C>[CH2:1]([N:8]([CH2:10][CH:11]1[CH2:20][C:19]([C:22]2[CH:27]=[CH:26][CH:25]=[CH:24][CH:23]=2)([OH:21])[C:18]2[C:13](=[CH:14][CH:15]=[CH:16][CH:17]=2)[O:12]1)[CH3:9])[C:2]1[CH:7]=[CH:6][CH:5]=[CH:4][CH:3]=1. Procedure: To a stirred solution of 2-(N-benzyl-N-methylaminomethyl)chroman-4-one (4.9 g) in dry diethyl ether (200 ml) under an atmosphere of dry nitrogen at room temperature, was added a two molar excess of phenyllithium solution and the resulting mixture was boiled for 2 hours before being poured onto ice/dilute HCl. The solution was basified and extracted with ether to give the crude 2-(N-benzyl-N-methylaminomethyl)-4-phenyl-4-hydroxychroman as an orange oil. The reactants are CCn1c(=O)c(C#N)c(N2CCCC2)c2ccc(C)nc21, CCO, Cl, [Na+], [OH-]. Product: CCn1c(=O)c(C#N)c(O)c2ccc(C)nc21. RXN SMILES: [CH2:1]([CH3:2])[n:3]1[c:4](=[O:21])[c:5]([C:19]#[N:20])[c:6]([N:14]2[CH2:15][CH2:16][CH2:17][CH2:18]2)[c:7]2[cH:8][cH:9][c:10]([CH3:13])[n:11][c:12]12.[CH3:25][CH2:26][OH:27].[ClH:24].[Na+:23].[OH-:22]>>[CH2:1]([CH3:2])[n:3]1[c:4](=[O:21])[c:5]([C:19]#[N:20])[c:6]([OH:22])[c:7]2[cH:8][cH:9][c:10]([CH3:13])[n:11][c:12]12.